From a dataset of the Open Reaction Database (ORD), a public repository of structured organic reaction records. describe an organic reaction: reactants, conditions, products, and yield Starting materials: N[C@H](CC1=CNC2=CC=CC=C12)C(=O)O (HDTrpOH), [OH-].[K+] (potassium hydroxide), C(C)(=O)OCC (ethyl acetate), C(C)(=O)OCC (ethyl acetate), N1([C@H](C(=O)ON2C(=O)CCC2=O)CCC1)C(=O)OC(C)(C)C (BocProOSu). Run in CN(C=O)C (dimethylformamide), O (water), CN(C=O)C (dimethylformamide). Reaction conditions: temperature 0 celsius, time 1 hour. The product is N1([C@H](C(=O)N[C@H](CC2=CNC3=CC=CC=C23)C(=O)O)CCC1)C(=O)OC(C)(C)C (BocProD-TrpOH). The yield is 86.0%. Reaction SMILES: [N:1]1([C:16]([O:18][C:19]([CH3:22])([CH3:21])[CH3:20])=[O:17])[CH2:15][CH2:14][CH2:13][C@H:2]1[C:3]([O:5]N1C(=O)CCC1=O)=O.[NH2:23][C@@H:24]([C:35]([OH:37])=[O:36])[CH2:25][C:26]1[C:34]2[C:29](=[CH:30][CH:31]=[CH:32][CH:33]=2)[NH:28][CH:27]=1.[OH-].[K+].C(OCC)(=O)C>CN(C)C=O.O>[N:1]1([C:16]([O:18][C:19]([CH3:20])([CH3:21])[CH3:22])=[O:17])[CH2:15][CH2:14][CH2:13][C@H:2]1[C:3]([NH:23][C@@H:24]([C:35]([OH:37])=[O:36])[CH2:25][C:26]1[C:34]2[C:29](=[CH:30][CH:31]=[CH:32][CH:33]=2)[NH:28][CH:27]=1)=[O:5] |f:2.3|. Procedure: A chilled mixture of BocProOSu (96.1 mmole.) and dimethylformamide (100 ml.) was added with cooling to 0° C. to a solution of HDTrpOH (0.1 mole) and potassium hydroxide (85%, 0.1 mole) in dimethylformamide (150 ml.) and water (25 ml.). The mixture was stirred for one hour at 0° C., allowed to warm to room temperature overnight, and stripped of volatiles. The residue was partitioned between ethyl acetate and aqueous citric acid (5%). Crystals which formed between the layers were collected by filt... The reactants are BrC1=C(C=C(C=C1)C)COCOC (4-Bromo-3-(methoxymethoxymethyl)toluene), FC=1C=CC2=C(COB2O)C1 (1,3-Dihydro-5-fluoro-1-hydroxy-2,1-benzoxaborole), C8HgBO2. Product: OB1OCC2=C1C=CC(=C2)C (1,3-Dihydro-1-hydroxy-5-methyl-2,1-benzoxaborole). RXN SMILES: Br[C:2]1[CH:7]=[CH:6][C:5]([CH3:8])=[CH:4][C:3]=1[CH2:9][O:10]COC.FC1C=CC2[B:22](O)[O:21]CC=2C=1>>[OH:21][B:22]1[C:2]2[CH:7]=[CH:6][C:5]([CH3:8])=[CH:4][C:3]=2[CH2:9][O:10]1. Procedure details: This compound was made from 18e in the same manner as compound 19b: mp 124-128° C.; 1H NMR (300 MHz, DMSO-d6) δ (ppm) 2.33 (s, 3H), 4.91 (s, 2H), 7.13 (d, J=7.2 Hz, 1H), 7.18 (s, 1H), 7.58 (d, J=7.2 Hz, 1H), 9.05 (s, 1H); ESI-MS m/z 147 (M−H)−; HPLC purity 99.0%; Anal (C8HgBO2) C, H. Reactants: C(C)[Zn]CC (Diethyl zinc), C(=C)OCCCC(=CCCC(=CCCC=C(CCC=C(CCC=C(C)C)C)C)C)C (4,8,13,17,21-pentamethyl-4,8,12,16,20-docosapentaen-1-ol vinyl ether), ICI (Diiodomethane). The solvent is CCOCC (ether), CCOCC (ether). Run at time 8 hour. Yields the product C1(CC1)OCCCC(=CCCC(=CCCC=C(CCC=C(CCC=C(C)C)C)C)C)C (4,8,13,17,21-PENTAMETHYL-4,8,12,16,20-DOCOSAPENTAEN-1OL CYCLOPROPYL ETHER). As a reaction SMILES: [CH2:1]([Zn]CC)C.[CH:6]([O:8][CH2:9][CH2:10][CH2:11][C:12]([CH3:35])=[CH:13][CH2:14][CH2:15][C:16]([CH3:34])=[CH:17][CH2:18][CH2:19][CH:20]=[C:21]([CH3:33])[CH2:22][CH2:23][CH:24]=[C:25]([CH3:32])[CH2:26][CH2:27][CH:28]=[C:29]([CH3:31])[CH3:30])=[CH2:7].ICI>CCOCC>[CH:6]1([O:8][CH2:9][CH2:10][CH2:11][C:12]([CH3:35])=[CH:13][CH2:14][CH2:15][C:16]([CH3:34])=[CH:17][CH2:18][CH2:19][CH:20]=[C:21]([CH3:33])[CH2:22][CH2:23][CH:24]=[C:25]([CH3:32])[CH2:26][CH2:27][CH:28]=[C:29]([CH3:31])[CH3:30])[CH2:1][CH2:7]1. Procedure: Diethyl zinc (0.606 ml, 1.0 M in hexane) was added to 4,8,13,17,21-pentamethyl-4,8,12,16,20-docosapentaen-1-ol vinyl ether (0.250 g, 0.606 mmol) in 6 ml ether under argon. Diiodomethane (0.240 g, 0.606 mmol, 73.3 μl), in 2 ml ether, was added dropwise over 0.5 hour. After stirring overnight at room temperature, the reaction was quenched with saturated ammonium chloride. An additional 40 ml of ether and 20 ml of saturated ammonium chloride were added and the layers separated. The ether layer was ... Reactants: C(C=C)C1([C@@](N=C(C(S1(=O)=O)(C)C)N(C(OC(C)(C)C)=O)C(=O)OC(C)(C)C)(C)C1=C(C=CC(=C1)[N+](=O)[O-])F)C (tert-butyl N-[(5R)-6-allyl-5-(2-fluoro-5-nitro-phenyl)-2,2,5,6-tetramethyl-1,1-dioxo-1,4-thiazin-3-yl]-N-tert-butoxycarbonyl-carbamate), C([O-])(O)=O.[Na+] (sodium bicarbonate), O=[O+][O-] (O3), [BH4-].[Na+] (Sodium borohydride). The solvent is C(Cl)Cl (DCM), CO (MeOH), O=O (oxygen), C(=O)=O.CC(=O)C (dry ice acetone). Conditions: temperature 0 celsius, time 30 minute. Product: C(C)(C)(C)OC(=O)N(C(OC(C)(C)C)=O)C=1C(S(C([C@@](N1)(C)C1=C(C=CC(=C1)[N+](=O)[O-])F)(C)CCO)(=O)=O)(C)C (tert-butyl N-tert-butoxycarbonyl-N-[(5R)-5-(2-fluoro-5-nitro-phenyl)-6-(2-hydroxyethyl)-2,2,5,6-tetramethyl-1,1-dioxo-1,4-thiazin-3-yl]carbamate). As a reaction SMILES: [CH2:1]([C:4]1([CH3:40])[S:9](=[O:11])(=[O:10])[C:8]([CH3:13])([CH3:12])[C:7]([N:14]([C:22]([O:24][C:25]([CH3:28])([CH3:27])[CH3:26])=[O:23])[C:15](=[O:21])[O:16][C:17]([CH3:20])([CH3:19])[CH3:18])=[N:6][C@@:5]1([C:30]1[CH:35]=[C:34]([N+:36]([O-:38])=[O:37])[CH:33]=[CH:32][C:31]=1[F:39])[CH3:29])[CH:2]=C.C(=O)(O)[O-:42].[Na+].O=[O+][O-].[BH4-].[Na+]>C(Cl)Cl.CO.C(=O)=O.CC(C)=O.O=O>[C:17]([O:16][C:15]([N:14]([C:7]1[C:8]([CH3:13])([CH3:12])[S:9](=[O:11])(=[O:10])[C:4]([CH2:1][CH2:2][OH:42])([CH3:40])[C@:5]([C:30]2[CH:35]=[C:34]([N+:36]([O-:38])=[O:37])[CH:33]=[CH:32][C:31]=2[F:39])([CH3:29])[N:6]=1)[C:22](=[O:23])[O:24][C:25]([CH3:28])([CH3:27])[CH3:26])=[O:21])([CH3:19])([CH3:18])[CH3:20] |f:1.2,4.5,8.9|. Procedure details: A solution of tert-butyl N-[(5R)-6-allyl-5-(2-fluoro-5-nitro-phenyl)-2,2,5,6-tetramethyl-1,1-dioxo-1,4-thiazin-3-yl]-N-tert-butoxycarbonyl-carbamate (0.18 g, 0.31 mmol) in DCM (2.4 ml) and MeOH (0.8 ml) was added sodium bicarbonate (0.053 g, 0.63 mmol) and then cooled in dry ice-acetone bath. A mixture of O3 in oxygen gas was bubbled through the solution until the blue color persisted. The excess ozone was removed by bubbling through oxygen gas for 5 minutes. Sodium borohydride (0.018 g, 0.47 mm... Reactants: ClCCl, O=C(O)C(F)(F)F, COC(=O)C(Cc1ccc(-c2ccccc2)cc1)NC(=O)OC(C)(C)C. Product: COC(=O)C(N)Cc1ccc(-c2ccccc2)cc1. As a reaction SMILES: [CH2:34]([Cl:35])[Cl:36].[OH:1][C:2]([C:3]([F:4])([F:5])[F:6])=[O:7].[c:8]1(-[c:28]2[cH:29][cH:30][cH:31][cH:32][cH:33]2)[cH:9][cH:10][c:11]([CH2:14][CH:15]([C:16](=[O:17])[O:18][CH3:19])[NH:20][C:21]([O:22][C:23]([CH3:24])([CH3:25])[CH3:26])=[O:27])[cH:12][cH:13]1>>[c:8]1(-[c:28]2[cH:29][cH:30][cH:31][cH:32][cH:33]2)[cH:9][cH:10][c:11]([CH2:14][CH:15]([C:16](=[O:17])[O:18][CH3:19])[NH2:20])[cH:12][cH:13]1. Reactants: COCC1CCCN1C(=O)CCC(NC(=O)OC(C)(C)C)C(=O)OC, CO, Cl, [Na+], [OH-]. Product: COCC1CCCN1C(=O)CCC(NC(=O)OC(C)(C)C)C(=O)O. Reaction SMILES: [CH3:1][O:2][C:3]([CH:4]([CH2:5][CH2:6][C:7](=[O:8])[N:9]1[CH:10]([CH2:14][O:15][CH3:16])[CH2:11][CH2:12][CH2:13]1)[NH:17][C:18](=[O:19])[O:20][C:21]([CH3:22])([CH3:23])[CH3:24])=[O:25].[CH3:29][OH:30].[ClH:28].[Na+:27].[OH-:26]>>[O:2]=[C:3]([CH:4]([CH2:5][CH2:6][C:7](=[O:8])[N:9]1[CH:10]([CH2:14][O:15][CH3:16])[CH2:11][CH2:12][CH2:13]1)[NH:17][C:18](=[O:19])[O:20][C:21]([CH3:22])([CH3:23])[CH3:24])[OH:25]. Starting materials: C(CCC)[Sn](C1=CC(=NC=C1)C(C)(C)O)(CCCC)CCCC (2-(4-tributylstannanyl-pyridin-2-yl)-propan-2-ol), [H-].[Na+] (NaH), CI (CH3I). Solvent: C1CCOC1 (THF), CCOC(=O)C (EtOAc). Run at time 20 minute. Product: desired product, COC(C)(C)C1=NC=CC(=C1)[Sn](CCCC)(CCCC)CCCC (2-(1-methoxy-1-methyl-ethyl)-4-tributylstannanyl-pyridine). As a reaction SMILES: [CH2:1]([Sn:5]([CH2:20][CH2:21][CH2:22][CH3:23])([CH2:16][CH2:17][CH2:18][CH3:19])[C:6]1[CH:11]=[CH:10][N:9]=[C:8]([C:12]([OH:15])([CH3:14])[CH3:13])[CH:7]=1)[CH2:2][CH2:3][CH3:4].[H-].[Na+].[CH3:26]I>C1COCC1.CCOC(C)=O>[CH3:26][O:15][C:12]([C:8]1[CH:7]=[C:6]([Sn:5]([CH2:16][CH2:17][CH2:18][CH3:19])([CH2:1][CH2:2][CH2:3][CH3:4])[CH2:20][CH2:21][CH2:22][CH3:23])[CH:11]=[CH:10][N:9]=1)([CH3:13])[CH3:14] |f:1.2|. Procedure: A solution of 2-(4-tributylstannanyl-pyridin-2-yl)-propan-2-ol 12AO (0.12 g, 0.27 mmol) in THF (2 ml) was added in a dry NaH (0.02 g, 0.54 mmol). Reaction mixture was stirred for 20 min at r.t. It was cooled to 0° C. and CH3I (0.02 ml, 0.32 mmol) was added drop wise. After 30 mins at 0° C., reaction mixture was warmed up to r.t. It was diluted with EtOAc (15 ml) after 2 hr and washed with water (2×3 ml) and brine (5 ml). Organic extracts were dried over MgSO4, filtered and concentrated. The resi...